From a dataset of the Open Reaction Database (ORD), a public repository of structured organic reaction records. describe an organic reaction: reactants, conditions, products, and yield The reactants are CC(=O)O, O=C1OC(=O)C2CCCCC12, Nc1ccc(Cl)cc1F. The product is O=C1C2CCCCC2C(=O)N1c1ccc(Cl)cc1F. RXN SMILES: [CH3:21][C:22](=[O:23])[OH:24].[CH:10]12[CH:11]([CH2:12][CH2:13][CH2:14][CH2:15]1)[C:16](=[O:17])[O:18][C:19]2=[O:20].[Cl:1][c:2]1[cH:3][c:4]([F:9])[c:5]([NH2:6])[cH:7][cH:8]1>>[Cl:1][c:2]1[cH:3][c:4]([F:9])[c:5]([N:6]2[C:16](=[O:17])[CH:11]3[CH:10]([CH2:15][CH2:14][CH2:13][CH2:12]3)[C:19]2=[O:18])[cH:7][cH:8]1.